Dataset: the Open Reaction Database (ORD), a public repository of structured organic reaction records. Task: describe an organic reaction: reactants, conditions, products, and yield As a reaction SMILES: Cl.[NH2:2][C:3]1[C:4]([C:8]([OH:10])=O)=[N:5][S:6][CH:7]=1.[Br:11][C:12]1[CH:13]=[C:14]([CH:16]=[CH:17][C:18]=1[F:19])[NH2:15]>>[NH2:2][C:3]1[C:4]([C:8]([NH:15][C:14]2[CH:16]=[CH:17][C:18]([F:19])=[C:12]([Br:11])[CH:13]=2)=[O:10])=[N:5][S:6][CH:7]=1 |f:0.1|. Procedure details: This compound was prepared according to the procedure of Example 44, Step 1, using 4-aminoisothiazole-3-carboxylic acid hydrochloride and 3-bromo-4-fluoroaniline as the starting materials. LCMS for C10H8BrFN3OS (M+H)+: m/z=315.9, 317.9. Yields the product NC=1C(=NSC1)C(=O)NC1=CC(=C(C=C1)F)Br (4-Amino-N-(3-bromo-4-fluorophenyl)isothiazole-3-carboxamide). Reactants: Cl.NC=1C(=NSC1)C(=O)O (4-aminoisothiazole-3-carboxylic acid hydrochloride), BrC=1C=C(N)C=CC1F (3-bromo-4-fluoroaniline). Starting materials: C(=C)OCC (ethyl vinyl ether), C=1(O)C(O)=CC=CC1 (pyrocatechol), [OH-].[Na+] (caustic soda), C=1(O)C(O)=CC=CC1 (pyrocatechol). The reagents and catalysts are Cl (hydrochloric acid). Run in C1(=CC=CC=C1)C (toluene). The product is C(C)OC(C)OC1=C(C=CC=C1)O (o-(1-ethoxyethoxy)-phenol). RXN SMILES: [C:1]1([C:3](=[CH:5][CH:6]=[CH:7][CH:8]=1)[OH:4])[OH:2].[CH:9]([O:11][CH2:12][CH3:13])=[CH2:10].[OH-].[Na+]>Cl.C1(C)C=CC=CC=1>[CH2:9]([O:11][CH:12]([O:2][C:1]1[CH:8]=[CH:7][CH:6]=[CH:5][C:3]=1[OH:4])[CH3:13])[CH3:10] |f:2.3|. Reported procedure: 220 parts by weight of pyrocatechol is suspended in 200 parts by weight of toluene. After 2 drops of concentrated hydrochloric acid have been added 150 parts by weight of ethyl vinyl ether is dripped in while stirring. The internal temperature is prevented from rising above 65° C. by external cooling with ice. All of the pyrocatechol has dissolved upon completion of the reaction. 5 parts by weight of 2-normal caustic soda solution is added, the whole is allowed to cool, and dried over sodium sul... Reaction SMILES: C([O:3][C:4]([CH2:6][O:7][C:8]1[CH:30]=[CH:29][C:11]2[CH2:12][CH2:13][CH2:14][C@H:15]([NH:17][CH2:18][C@H:19]([OH:28])[CH2:20][O:21][C:22]3[CH:27]=[CH:26][CH:25]=[CH:24][CH:23]=3)[CH2:16][C:10]=2[CH:9]=1)=[O:5])C.[OH-].[Na+:32]>C(O)C>[OH:28][C@H:19]([CH2:20][O:21][C:22]1[CH:23]=[CH:24][CH:25]=[CH:26][CH:27]=1)[CH2:18][NH:17][C@H:15]1[CH2:14][CH2:13][CH2:12][C:11]2[CH:29]=[CH:30][C:8]([O:7][CH2:6][C:4]([O-:5])=[O:3])=[CH:9][C:10]=2[CH2:16]1.[Na+:32] |f:1.2,4.5|. Starting materials: C(C)OC(=O)COC1=CC2=C(CCC[C@@H](C2)NC[C@@H](COC2=CC=CC=C2)O)C=C1 ((2S)-1-[((6S)-3-ethoxycarbonylmethoxy-6,7,8,9-tetrahydro-5H-benzocyclohepten-6-yl)amino]-3-phenoxy-2-propanol), [OH-].[Na+] (sodium hydroxide). Procedure: To a solution of (2S)-1-[((6S)-3-ethoxycarbonylmethoxy-6,7,8,9-tetrahydro-5H-benzocyclohepten-6-yl)amino]-3-phenoxy-2-propanol (249 mg) in ethanol (1 ml) was added 1N sodium hydroxide at 5° C. After stirred at room temperature for 2 hours, the mixture was evaporated in vacuo to afford sodium [(6S)-6-[((2S)-2-hydroxy-3-phenoxypropyl)amino]-6,7,8,9-tetrahydro-5H-benzocyclohepten-3-yloxy]acetate (210 mg). Run at time 2 hour. Product: O[C@@H](CN[C@@H]1CC2=C(CCC1)C=CC(=C2)OCC(=O)[O-])COC2=CC=CC=C2.[Na+] (sodium [(6S)-6-[((2S)-2-hydroxy-3-phenoxypropyl)amino]-6,7,8,9-tetrahydro-5H-benzocyclohepten-3-yloxy]acetate). The solvent is C(C)O (ethanol). Starting materials: CC(=O)Nc1cc(Cl)cc(S(=O)(=O)c2cccnc2)c1, CC(=O)Nc1cc(-c2cccc3c2ccn3[Si](C(C)C)(C(C)C)C(C)C)cc(S(=O)(=O)c2cccnc2)c1. Yields the product CC(=O)Nc1cc(-c2cccc3[nH]ccc23)cc(S(=O)(=O)c2cccnc2)c1. RXN SMILES: [Cl:1][c:2]1[cH:3][c:4]([NH:5][C:6](=[O:7])[CH3:8])[cH:9][c:10]([S:11]([c:12]2[cH:13][n:14][cH:15][cH:16][cH:17]2)(=[O:18])=[O:19])[cH:20]1.[n:21]1[cH:22][c:23]([S:27](=[O:28])(=[O:29])[c:30]2[cH:31][c:32]([NH:55][C:56]([CH3:57])=[O:58])[cH:33][c:34](-[c:36]3[c:37]4[cH:38][cH:39][n:40]([Si:45]([CH:46]([CH3:47])[CH3:48])([CH:49]([CH3:50])[CH3:51])[CH:52]([CH3:53])[CH3:54])[c:41]4[cH:42][cH:43][cH:44]3)[cH:35]2)[cH:24][cH:25][cH:26]1>>[n:21]1[cH:22][c:23]([S:27](=[O:28])(=[O:29])[c:30]2[cH:31][c:32]([NH:55][C:56]([CH3:57])=[O:58])[cH:33][c:34](-[c:36]3[c:37]4[cH:38][cH:39][nH:40][c:41]4[cH:42][cH:43][cH:44]3)[cH:35]2)[cH:24][cH:25][cH:26]1. Starting materials: N1=C(C=CC=C1)C(\N=C/C1=NC=CC=C1)C1=NC=CC=C1 (N-[di(2-pyridinyl)methyl]-N-[(Z)-2-pyridinylmethylidene]amine), [BH4-].[Na+] (NaBH4), [OH-].[Na+] (NaOH), Cl (HCl). Run in CO (methanol). The product is N1=C(C=CC=C1)C(NCC1=NC=CC=C1)C1=NC=CC=C1 (N-[di(2-pyridinyl)methyl]-N-(2-pyridinylmethyl)amine). The yield is 88.8%. Reaction SMILES: [N:1]1[CH:6]=[CH:5][CH:4]=[CH:3][C:2]=1[CH:7]([C:16]1[CH:21]=[CH:20][CH:19]=[CH:18][N:17]=1)/[N:8]=[CH:9]\[C:10]1[CH:15]=[CH:14][CH:13]=[CH:12][N:11]=1.[BH4-].[Na+].Cl.[OH-].[Na+]>CO>[N:1]1[CH:6]=[CH:5][CH:4]=[CH:3][C:2]=1[CH:7]([C:16]1[CH:21]=[CH:20][CH:19]=[CH:18][N:17]=1)[NH:8][CH2:9][C:10]1[CH:15]=[CH:14][CH:13]=[CH:12][N:11]=1 |f:1.2,4.5|. Procedure: To a solution of N-[di(2-pyridinyl)methyl]-N-[(Z)-2-pyridinylmethylidene]amine (1.5 g, 5.5 mmol) in methanol (20 ml) was added NaBH4 (0.45 g, 11.8 mmol) in small portions. After stirring at room temperature for 2 hours HCl (aq) is added until the pH<2. After stirring for 30 min 5 N NaOH (aq) is added until the pH>9. The methanol is removed through evaporation and the aqueous layer is extracted with ethyl acetate (3×30 ml). The combined ethyl acetate layers are washed with brine (30 ml) and dried... Yields the product C(C)OC(=O)C=1N(C2=CC=CC=C2C1)C1=CC(=C(C=C1)OC)OC (1-(3,4-dimethoxyphenyl)indole-2-carboxylic acid ethyl ester). The solvent is N1=CC=CC=C1 (pyridine), C1(=CC=CC=C1)C.CC(=O)C (toluene acetone). The reactants are BrC=1C=C(C(=CC1)OC)OC (4-Bromoveratrole), C(C)OC(=O)C=1NC2=CC=CC=C2C1 (indole-2-carboxylic acid ethyl ester), C([O-])([O-])=O.[K+].[K+] (potassium carbonate), [N+](=O)([O-])C1=CC=CC=C1 (nitrobenzene). The reagents and catalysts are [Cu]Br (copper- (I) bromide). Procedure details: 4-Bromoveratrole (8.8 g, 40 mmol), indole-2-carboxylic acid ethyl ester (1.9 g, 10 mmol), potassium carbonate (1.9 g), copper- (I) bromide (o.2 g), pyridine (2 ml) and nitrobenzene (10 ml) were stirred at 140° C. for 14 hours. After cooling to room temperature, the reaction mixture was applied onto a silica gel flash chromatography column (silica gel: 140 g). The column was subsequently eluted with toluene (500 ml), toluene/acetone (95:5, 500 ml) and toluene/acetone (90:10, 500 ml). 1-(3,4-Dimet... As a reaction SMILES: Br[C:2]1[CH:3]=[C:4]([O:10][CH3:11])[C:5]([O:8][CH3:9])=[CH:6][CH:7]=1.[CH2:12]([O:14][C:15]([C:17]1[NH:18][C:19]2[C:24]([CH:25]=1)=[CH:23][CH:22]=[CH:21][CH:20]=2)=[O:16])[CH3:13].C(=O)([O-])[O-].[K+].[K+].[N+](C1C=CC=CC=1)([O-])=O>[Cu]Br.C1(C)C=CC=CC=1.CC(C)=O.N1C=CC=CC=1>[CH2:12]([O:14][C:15]([C:17]1[N:18]([C:2]2[CH:7]=[CH:6][C:5]([O:8][CH3:9])=[C:4]([O:10][CH3:11])[CH:3]=2)[C:19]2[C:24]([CH:25]=1)=[CH:23][CH:22]=[CH:21][CH:20]=2)=[O:16])[CH3:13] |f:2.3.4,7.8|. The reactants are ClC(=O)OC1=CC=CC=C1 (phenyl chloroformate), NC=1C(=C(C=CC1OCC1=CC=CC=C1)C(C)=O)O (1-(3-amino-4-benzyloxy-2-hydroxy-phenyl)-ethanone), Cl (hydrochloric acid). The solvent is N1=CC=CC=C1 (pyridine). Conditions: temperature 92.5 celsius, time 4 hour. Product: C(C)(=O)C1=CC=C(C=2NC(OC21)=O)OCC2=CC=CC=C2 (7-acetyl-4-benzyloxy-3H-benzoxazol-2-one). As a reaction SMILES: Cl[C:2](OC1C=CC=CC=1)=[O:3].[NH2:11][C:12]1[C:13]([OH:29])=[C:14]([C:26](=[O:28])[CH3:27])[CH:15]=[CH:16][C:17]=1[O:18][CH2:19][C:20]1[CH:25]=[CH:24][CH:23]=[CH:22][CH:21]=1.Cl>N1C=CC=CC=1>[C:26]([C:14]1[C:13]2[O:29][C:2](=[O:3])[NH:11][C:12]=2[C:17]([O:18][CH2:19][C:20]2[CH:25]=[CH:24][CH:23]=[CH:22][CH:21]=2)=[CH:16][CH:15]=1)(=[O:28])[CH3:27]. Reported procedure: 41 mL phenyl chloroformate are added dropwise to a solution of 47 g (183 mmol) 1-(3-amino-4-benzyloxy-2-hydroxy-phenyl)-ethanone (known from U.S. Pat. No. 4,460,581) in 135 mL pyridine, whereupon the temperature rises to 75° C. The mixture is stirred for 4 hours at 90-95° C., poured onto ice and acidified with hydrochloric acid. The precipitated solid is suction filtered, washed with diethyl ether and heated in 500 mL 95% acetonitrile for 30 minutes at reflux temperature. After cooling the solid...